Dataset: the Open Reaction Database (ORD), a public repository of structured organic reaction records. Task: describe an organic reaction: reactants, conditions, products, and yield The reactants are C1CCOC1, COC(=O)C(Cc1ccc(-c2c(OC)cccc2OC)cc1)NC(=O)c1c(Cl)cccc1Cl, CCOC(C)=O, O=[N+]([O-])O. As a reaction SMILES: [CH2:38]1[O:39][CH2:40][CH2:41][CH2:42]1.[CH3:1][O:2][C:3]([CH:4]([NH:5][C:6]([c:7]1[c:8]([Cl:14])[cH:9][cH:10][cH:11][c:12]1[Cl:13])=[O:15])[CH2:16][c:17]1[cH:18][cH:19][c:20](-[c:23]2[c:24]([O:31][CH3:32])[cH:25][cH:26][cH:27][c:28]2[O:29][CH3:30])[cH:21][cH:22]1)=[O:33].[CH3:43][CH2:44][O:45][C:46]([CH3:47])=[O:48].[OH:34][N+:35]([O-:36])=[O:37]>>[CH3:1][O:2][C:3]([CH:4]([NH:5][C:6]([c:7]1[c:8]([Cl:14])[cH:9][cH:10][cH:11][c:12]1[Cl:13])=[O:15])[CH2:16][c:17]1[cH:18][cH:19][c:20](-[c:23]2[c:24]([O:31][CH3:32])[cH:25][cH:26][c:27]([N+:35](=[O:34])[O-:36])[c:28]2[O:29][CH3:30])[cH:21][cH:22]1)=[O:33]. Yields the product COC(=O)C(Cc1ccc(-c2c(OC)ccc([N+](=O)[O-])c2OC)cc1)NC(=O)c1c(Cl)cccc1Cl. The reactants are Cc1ccc(-c2ccc(S(=O)(=O)NC3CCCc4c(OCC(=O)OC(C)(C)C)cccc43)cc2)cc1, ClCCl, O=C(O)C(F)(F)F. Product: Cc1ccc(-c2ccc(S(=O)(=O)NC3CCCc4c(OCC(=O)O)cccc43)cc2)cc1. As a reaction SMILES: [C:1]([CH3:2])([CH3:3])([CH3:4])[O:5][C:6]([CH2:7][O:8][c:9]1[cH:10][cH:11][cH:12][c:13]2[c:18]1[CH2:17][CH2:16][CH2:15][CH:14]2[NH:19][S:20](=[O:21])(=[O:22])[c:23]1[cH:24][cH:25][c:26](-[c:29]2[cH:30][cH:31][c:32]([CH3:35])[cH:33][cH:34]2)[cH:27][cH:28]1)=[O:36].[Cl:44][CH2:45][Cl:46].[OH:37][C:38]([C:39]([F:40])([F:41])[F:42])=[O:43]>>[O:5]=[C:6]([CH2:7][O:8][c:9]1[cH:10][cH:11][cH:12][c:13]2[c:18]1[CH2:17][CH2:16][CH2:15][CH:14]2[NH:19][S:20](=[O:21])(=[O:22])[c:23]1[cH:24][cH:25][c:26](-[c:29]2[cH:30][cH:31][c:32]([CH3:35])[cH:33][cH:34]2)[cH:27][cH:28]1)[OH:36].